This data is from the Open Reaction Database (ORD), a public repository of structured organic reaction records. The task is: describe an organic reaction: reactants, conditions, products, and yield The reactants are C(=O)(OC)CCCCCCCCCCCCCCCNC1=CC=C(C(=O)OC=CC(=O)OCC)C=C1 (2-(ethoxycarbonyl)vinyl 4-(15-carbomethoxypentadecylamino)benzoate), [H][H] (hydrogen). Reagents/catalysts: [Pd] (palladium-on-carbon). The solvent is O1CCCC1 (tetrahydrofuran). Product: C(=O)(OC)CCCCCCCCCCCCCCCNC1=CC=C(C(=O)OCCC(=O)OCC)C=C1 (2-(ethoxycarbonyl)ethyl 4-(15-carbomethoxypentadecylamino)benzoate). RXN SMILES: [C:1]([CH2:5][CH2:6][CH2:7][CH2:8][CH2:9][CH2:10][CH2:11][CH2:12][CH2:13][CH2:14][CH2:15][CH2:16][CH2:17][CH2:18][CH2:19][NH:20][C:21]1[CH:36]=[CH:35][C:24]([C:25]([O:27][CH:28]=[CH:29][C:30]([O:32][CH2:33][CH3:34])=[O:31])=[O:26])=[CH:23][CH:22]=1)([O:3][CH3:4])=[O:2].[H][H]>[Pd].O1CCCC1>[C:1]([CH2:5][CH2:6][CH2:7][CH2:8][CH2:9][CH2:10][CH2:11][CH2:12][CH2:13][CH2:14][CH2:15][CH2:16][CH2:17][CH2:18][CH2:19][NH:20][C:21]1[CH:22]=[CH:23][C:24]([C:25]([O:27][CH2:28][CH2:29][C:30]([O:32][CH2:33][CH3:34])=[O:31])=[O:26])=[CH:35][CH:36]=1)([O:3][CH3:4])=[O:2]. Reported procedure: A solution of 4 g. 2-(ethoxycarbonyl)vinyl 4-(15-carbomethoxypentadecylamino)benzoate and 400 mg. 10% palladium-on-carbon in 100 ml. tetrahydrofuran is hydrogenated at 50 psi until hydrogen uptake stops. The catalyst is filtered, the solution is evaporated, and the residue is crystallized from acetonitrile to yield 2-(ethoxycarbonyl)ethyl 4-(15-carbomethoxypentadecylamino)benzoate.